From a dataset of the Open Reaction Database (ORD), a public repository of structured organic reaction records. describe an organic reaction: reactants, conditions, products, and yield Reactants: CCOC(=O)c1ccc(OCCn2c(-n3ccnc3)c(C)c3ccccc32)cc1, CCO, [Na+], [OH-]. The product is Cc1c(-n2ccnc2)n(CCOc2ccc(C(=O)O)cc2)c2ccccc12. Reaction SMILES: [CH2:1]([CH3:2])[O:3][C:4](=[O:5])[c:6]1[cH:7][cH:8][c:9]([O:10][CH2:11][CH2:12][n:13]2[c:14](-[n:23]3[cH:24][n:25][cH:26][cH:27]3)[c:15]([CH3:22])[c:16]3[cH:17][cH:18][cH:19][cH:20][c:21]23)[cH:28][cH:29]1.[CH3:32][CH2:33][OH:34].[Na+:31].[OH-:30]>>[O:3]=[C:4]([OH:5])[c:6]1[cH:7][cH:8][c:9]([O:10][CH2:11][CH2:12][n:13]2[c:14](-[n:23]3[cH:24][n:25][cH:26][cH:27]3)[c:15]([CH3:22])[c:16]3[cH:17][cH:18][cH:19][cH:20][c:21]23)[cH:28][cH:29]1.